From a dataset of the Open Reaction Database (ORD), a public repository of structured organic reaction records. describe an organic reaction: reactants, conditions, products, and yield The reactants are Fc1ccc(Br)nc1, O=C([O-])[O-], [Cs+], [Cs+], Nc1ncc(-c2cncc(F)c2)c2cccnc12, C1COCCO1, CC1(C)c2cccc(P(c3ccccc3)c3ccccc3)c2Oc2c(P(c3ccccc3)c3ccccc3)cccc21. Yields the product Fc1ccc(Nc2ncc(-c3cncc(F)c3)c3cccnc23)nc1. As a reaction SMILES: [Br:19][c:20]1[n:21][cH:22][c:23]([F:26])[cH:24][cH:25]1.[C:69](=[O:70])([O-:71])[O-:72].[Cs+:73].[Cs+:74].[F:1][c:2]1[cH:3][c:4](-[c:8]2[c:9]3[cH:10][cH:11][cH:12][n:13][c:14]3[c:15]([NH2:18])[n:16][cH:17]2)[cH:5][n:6][cH:7]1.[O:75]1[CH2:76][CH2:77][O:78][CH2:79][CH2:80]1.[c:27]1([P:28]([c:29]2[cH:30][cH:31][cH:32][cH:33][cH:34]2)[c:35]2[c:36]3[c:60]([cH:61][cH:62][cH:63]2)[C:57]([CH3:58])([CH3:59])[c:39]2[c:38]([c:43]([P:44]([c:45]4[cH:46][cH:47][cH:48][cH:49][cH:50]4)[c:51]4[cH:52][cH:53][cH:54][cH:55][cH:56]4)[cH:42][cH:41][cH:40]2)[O:37]3)[cH:64][cH:65][cH:66][cH:67][cH:68]1>>[F:1][c:2]1[cH:3][c:4](-[c:8]2[c:9]3[cH:10][cH:11][cH:12][n:13][c:14]3[c:15]([NH:18][c:20]3[n:21][cH:22][c:23]([F:26])[cH:24][cH:25]3)[n:16][cH:17]2)[cH:5][n:6][cH:7]1. As a reaction SMILES: [NH2:1][CH2:2][C:3]1[CH:4]=[C:5]([C:9]2[CH:10]=[C:11]3[C:16](=[CH:17][CH:18]=2)[N:15]([CH3:19])[C:14](=[O:20])[CH2:13][CH2:12]3)[CH:6]=[N:7][CH:8]=1.[CH:21]1([C:24](O)=[O:25])[CH2:23][CH2:22]1>>[CH3:19][N:15]1[C:16]2[C:11](=[CH:10][C:9]([C:5]3[CH:4]=[C:3]([CH2:2][NH:1][C:24]([CH:21]4[CH2:23][CH2:22]4)=[O:25])[CH:8]=[N:7][CH:6]=3)=[CH:18][CH:17]=2)[CH2:12][CH2:13][C:14]1=[O:20]. The product is CN1C(CCC2=CC(=CC=C12)C=1C=C(C=NC1)CNC(=O)C1CC1)=O (Cyclopropanecarboxylic acid [5-(1-methyl-2-oxo-1,2,3,4-tetrahydro-quinolin-6-yl)-pyridin-3-ylmethyl]-amide). Reported procedure: In analogy to the procedure described for the preparation of example 37, 6-(5-aminomethyl-pyridin-3-yl)-1-methyl-3,4-dihydro-1H-quinolin-2-one (example 36) has been reacted with cyclopropanecarboxylic acid to give the title compound as a white solid. MS: 336.3 (M+H+). Reactants: NCC=1C=C(C=NC1)C=1C=C2CCC(N(C2=CC1)C)=O (6-(5-Aminomethyl-pyridin-3-yl)-1-methyl-3,4-dihydro-1H-quinolin-2-one), C1(CC1)C(=O)O (cyclopropanecarboxylic acid). The reactants are Br/C=C/c1ccc(OC)cc1, Cl[C@@H]1CCCCc2c1cccc2. The reagents and catalysts are [Na+].[I-], Cl[Ni]Cl.COCCOC, C1(C2(C3=N[C@H](c4ccccc4C5)[C@H]5O3)CC2)=N[C@H]6[C@H](Cc7ccccc76)O1. The solvent is CC(N(C)C)=O. Conditions: temperature 0 celsius, time 3.25 hour. Yields the product COc1ccc(/C=C/[C@@H]2CCCCc3ccccc32)cc1. Isolated yield 72.0%. The reactants are O=C([O-])[O-], CC(CNS(C)(=O)=O)c1ccc(Br)cc1, Cc1ccccc1, O=Cc1ccc(B(O)O)cc1, [K+], [K+], O, [Pd], c1ccc(P(c2ccccc2)c2ccccc2)cc1, c1ccc(P(c2ccccc2)c2ccccc2)cc1, c1ccc(P(c2ccccc2)c2ccccc2)cc1, c1ccc(P(c2ccccc2)c2ccccc2)cc1. The product is CC(CNS(C)(=O)=O)c1ccc(-c2ccc(C=O)cc2)cc1. Reaction SMILES: [C:27](=[O:28])([O-:29])[O-:30].[CH3:1][S:2](=[O:3])(=[O:4])[NH:5][CH2:6][CH:7]([CH3:8])[c:9]1[cH:10][cH:11][c:12]([Br:15])[cH:13][cH:14]1.[CH3:34][c:35]1[cH:36][cH:37][cH:38][cH:39][cH:40]1.[CH:16](=[O:17])[c:18]1[cH:19][cH:20][c:21]([B:24]([OH:25])[OH:26])[cH:22][cH:23]1.[K+:31].[K+:32].[OH2:33].[Pd:41].[c:42]1([P:43]([c:44]2[cH:45][cH:46][cH:47][cH:48][cH:49]2)[c:50]2[cH:51][cH:52][cH:53][cH:54][cH:55]2)[cH:56][cH:57][cH:58][cH:59][cH:60]1.[c:61]1([P:62]([c:63]2[cH:64][cH:65][cH:66][cH:67][cH:68]2)[c:69]2[cH:70][cH:71][cH:72][cH:73][cH:74]2)[cH:75][cH:76][cH:77][cH:78][cH:79]1.[c:80]1([P:81]([c:82]2[cH:83][cH:84][cH:85][cH:86][cH:87]2)[c:88]2[cH:89][cH:90][cH:91][cH:92][cH:93]2)[cH:94][cH:95][cH:96][cH:97][cH:98]1.[c:99]1([P:100]([c:101]2[cH:102][cH:103][cH:104][cH:105][cH:106]2)[c:107]2[cH:108][cH:109][cH:110][cH:111][cH:112]2)[cH:113][cH:114][cH:115][cH:116][cH:117]1>>[CH3:1][S:2](=[O:3])(=[O:4])[NH:5][CH2:6][CH:7]([CH3:8])[c:9]1[cH:10][cH:11][c:12](-[c:21]2[cH:20][cH:19][c:18]([CH:16]=[O:17])[cH:23][cH:22]2)[cH:13][cH:14]1. The reactants are CN1CCOCC1 (N-methylmorpholine), CO (methanol), C1(=CC=CC=C1)CC(=O)N[C@H]1[C@@H]2N(C(=C(CS2)/C=C\2/C(OCC2)=O)C(=O)OC(C2=CC=CC=C2)C2=CC=CC=C2)C1=O (Diphenylmethyl 7β-phenylacetamido-3-[E-2-oxotetrahydrofuran-3-ylidenemethyl)ceph-3-em-4-carboxylate), P(Cl)(Cl)Cl (phosphorous trichloride). Solvent: O (water), ClCCl (dichloromethane), ClCCl (dichloromethane). Run at time 30 minute. The product is N[C@H]1[C@@H]2N(C(=C(CS2)/C=C\2/C(OCC2)=O)C(=O)OC(C2=CC=CC=C2)C2=CC=CC=C2)C1=O (Diphenylmethyl 7β-Amino-3-(E-2-oxotetrahydrofuran-3-ylidenemethyl)ceph-3-em-4-carboxylate). Isolated yield 38.3%. Reaction SMILES: C1(CC([NH:10][C@@H:11]2[C:41](=[O:42])[N:13]3[C:14]([C:25]([O:27][CH:28]([C:35]4[CH:40]=[CH:39][CH:38]=[CH:37][CH:36]=4)[C:29]4[CH:34]=[CH:33][CH:32]=[CH:31][CH:30]=4)=[O:26])=[C:15](/[CH:18]=[C:19]4/[C:20](=[O:24])[O:21][CH2:22][CH2:23]/4)[CH2:16][S:17][C@H:12]23)=O)C=CC=CC=1.CN1CCOCC1.P(Cl)(Cl)Cl.CO>ClCCl.O>[NH2:10][C@@H:11]1[C:41](=[O:42])[N:13]2[C:14]([C:25]([O:27][CH:28]([C:29]3[CH:34]=[CH:33][CH:32]=[CH:31][CH:30]=3)[C:35]3[CH:36]=[CH:37][CH:38]=[CH:39][CH:40]=3)=[O:26])=[C:15](/[CH:18]=[C:19]3/[C:20](=[O:24])[O:21][CH2:22][CH2:23]/3)[CH2:16][S:17][C@H:12]12. Procedure: Diphenylmethyl 7β-phenylacetamido-3-[E-2-oxotetrahydrofuran-3-ylidenemethyl)ceph-3-em-4-carboxylate, (0.38 g) in dry dichloromethane (3 mls), cooled to -20° C. under argon, was treated with N-methylmorpholine (0.146 g, 0.158 mls) and a solution of phosphorous trichloride (0.178 g) in dichloromethane (4.4 mls). After 30 mins at -20° C., methanol (5 mls) was added rapidly in one portion. The reaction mixture was allowed to warm slowly to room temperature over 30 mins, and then water (10 mls) added... Starting materials: BrCCCCCCBr, [Na+], [OH-], O, OCCc1cccnc1. Yields the product BrCCCCCCOCCc1cccnc1. Reaction SMILES: [Br:10][CH2:11][CH2:12][CH2:13][CH2:14][CH2:15][CH2:16][Br:17].[Na+:19].[OH-:18].[OH2:20].[n:1]1[cH:2][c:3]([CH2:7][CH2:8][OH:9])[cH:4][cH:5][cH:6]1>>[n:1]1[cH:2][c:3]([CH2:7][CH2:8][O:9][CH2:16][CH2:15][CH2:14][CH2:13][CH2:12][CH2:11][Br:10])[cH:4][cH:5][cH:6]1. Reactants: N#Cc1cc(-c2ccc(Cl)cc2)c[nH]c1=O, [NH4+], [OH-], O, O=P(Cl)(Cl)c1ccccc1. Product: N#Cc1cc(-c2ccc(Cl)cc2)cnc1Cl. RXN SMILES: [C:1](#[N:2])[c:3]1[c:4](=[O:16])[nH:5][cH:6][c:7](-[c:9]2[cH:10][cH:11][c:12]([Cl:15])[cH:13][cH:14]2)[cH:8]1.[NH4+:28].[OH-:27].[OH2:29].[c:17]1([P:18]([Cl:19])(=[O:20])[Cl:25])[cH:21][cH:22][cH:23][cH:24][cH:26]1>>[C:1](#[N:2])[c:3]1[c:4]([Cl:25])[n:5][cH:6][c:7](-[c:9]2[cH:10][cH:11][c:12]([Cl:15])[cH:13][cH:14]2)[cH:8]1. The reactants are C(C1=CC=CC=C1)NC1=C(C=C(C(=O)O)C=C1S(N)(=O)=O)[N+](=O)[O-] (4-benzylamino-3-nitro-5-sulphamyl-benzoic acid), N(C1=CC=CC=C1)C1=C(C=C(C(=O)O)C=C1S(N)(=O)=O)[N+](=O)[O-] (4-anilino-3-nitro-5-sulphamyl-benzoic acid). The product is NC=1C=C(C(=O)O)C=C(C1NCC1=CC=CC=C1)S(N)(=O)=O (3-amino-4-benzylamino-5-sulphamyl-benzoic acid). RXN SMILES: [CH2:1]([NH:8][C:9]1[C:17]([S:18](=[O:21])(=[O:20])[NH2:19])=[CH:16][C:12]([C:13]([OH:15])=[O:14])=[CH:11][C:10]=1[N+:22]([O-])=O)[C:2]1[CH:7]=[CH:6][CH:5]=[CH:4][CH:3]=1.N(C1C(S(=O)(=O)N)=CC(C(O)=O)=CC=1[N+]([O-])=O)C1C=CC=CC=1>>[NH2:22][C:10]1[CH:11]=[C:12]([CH:16]=[C:17]([S:18](=[O:21])(=[O:20])[NH2:19])[C:9]=1[NH:8][CH2:1][C:2]1[CH:7]=[CH:6][CH:5]=[CH:4][CH:3]=1)[C:13]([OH:15])=[O:14]. Procedure: By substituting 4-benzylamino-3-nitro-5-sulphamyl-benzoic acid for the 4-anilino-3-nitro-5-sulphamyl-benzoic acid of Example 9 B, the above compound was obtained with a melting point of 218°-219°C after recrystallization from aqueous methanol. Reactants: BrC=1C=NC=C(C(=O)NC2=CC(=CC(=C2)F)F)C1 (5-bromo-N-(3,5-difluorophenyl)nicotinamide), N1([C@H]2[C@@H](CC1)CNC2)C(=O)OC(C)(C)C ((3aS,6aS)-tert-butyl hexahydropyrrolo[3,4-b]pyrrole-1(2H)-carboxylate). Product: FC=1C=C(C=C(C1)F)NC(=O)C=1C=C(C=NC1)N1C[C@@H]2[C@H](C1)CCN2C(=O)OC(C)(C)C ((3aS,6aS)-tert-butyl 5-(5-(3,5-difluorophenylcarbamoyl)pyridin-3-yl)hexahydropyrrolo[2,3-c]pyrrole-1(2H)-carboxylate). RXN SMILES: Br[C:2]1[CH:3]=[N:4][CH:5]=[C:6]([CH:18]=1)[C:7]([NH:9][C:10]1[CH:15]=[C:14]([F:16])[CH:13]=[C:12]([F:17])[CH:11]=1)=[O:8].[N:19]1([C:27]([O:29][C:30]([CH3:33])([CH3:32])[CH3:31])=[O:28])[CH2:23][CH2:22][C@H:21]2[CH2:24][NH:25][CH2:26][C@@H:20]12>>[F:17][C:12]1[CH:11]=[C:10]([NH:9][C:7]([C:6]2[CH:18]=[C:2]([N:25]3[CH2:24][C@@H:21]4[CH2:22][CH2:23][N:19]([C:27]([O:29][C:30]([CH3:33])([CH3:32])[CH3:31])=[O:28])[C@@H:20]4[CH2:26]3)[CH:3]=[N:4][CH:5]=2)=[O:8])[CH:15]=[C:14]([F:16])[CH:13]=1. Procedure details: The product from Example 53A and (3aS,6aS)-tert-butyl hexahydropyrrolo[3,4-b]pyrrole-1(2H)-carboxylate (prepared as described in WO2001081347) were processed as described in Example 53B to provide the title compound. MS (APCI) m/z=445 (M+H)+.